This data is from the Open Reaction Database (ORD), a public repository of structured organic reaction records. The task is: describe an organic reaction: reactants, conditions, products, and yield The reactants are CCN=C=NCCCN(C)C, CCOC(C)=O, CN(C)c1ccncc1, Cl, O=C(O)c1ccc(F)c(F)c1Nc1ccc(I)cc1F, OC(CC1OCCO1)C1(O)CNC1, CN(C)C=O. Product: O=C(c1ccc(F)c(F)c1Nc1ccc(I)cc1F)N1CC(O)(C(O)CC2OCCO2)C1. As a reaction SMILES: [CH3:22][N:23]([CH3:24])[CH2:25][CH2:26][CH2:27][N:28]=[C:29]=[N:30][CH2:31][CH3:32].[CH3:46][CH2:47][O:48][C:49](=[O:50])[CH3:51].[CH3:52][N:53]([CH3:54])[c:55]1[cH:56][cH:57][n:58][cH:59][cH:60]1.[ClH:21].[F:1][c:2]1[c:3]([NH:12][c:13]2[c:14]([F:20])[cH:15][c:16]([I:19])[cH:17][cH:18]2)[c:4]([C:5](=[O:6])[OH:7])[cH:8][cH:9][c:10]1[F:11].[O:33]1[CH:34]([CH2:38][CH:39]([OH:40])[C:41]2([OH:45])[CH2:42][NH:43][CH2:44]2)[O:35][CH2:36][CH2:37]1.[O:61]=[CH:62][N:63]([CH3:64])[CH3:65]>>[F:1][c:2]1[c:3]([NH:12][c:13]2[c:14]([F:20])[cH:15][c:16]([I:19])[cH:17][cH:18]2)[c:4]([C:5](=[O:7])[N:43]2[CH2:42][C:41]([CH:39]([CH2:38][CH:34]3[O:33][CH2:37][CH2:36][O:35]3)[OH:40])([OH:45])[CH2:44]2)[cH:8][cH:9][c:10]1[F:11]. Starting materials: C(C)(C)(C)O[C@H](C(=O)OC)C1=C(C2=C(N=C(S2)C=2C=C(C=CC2)N2CCN(CC2)C(=O)OC(C)(C)C)C=C1C)C1=CC=C(C=C1)Cl ((S)-tert-butyl 4-(3-(6-(1-tert-butoxy-2-methoxy-2-oxoethyl)-7-(4-chlorophenyl)-5-methylbenzo[d]thiazol-2-yl)phenyl)piperazine-1-carboxylate), [OH-].[Na+] (sodium hydroxide), [NH4+].[Cl-] (NH4Cl), CCOC(=O)C (EtOAc). The solvent is C1CCOC1 (THF), CO (methanol). Conditions: temperature 60 celsius, time 18 hour. Yields the product C(C)(C)(C)O[C@H](C(=O)O)C1=C(C2=C(N=C(S2)C2=CC(=CC=C2)N2CCN(CC2)C(=O)OC(C)(C)C)C=C1C)C1=CC=C(C=C1)Cl ((S)-2-tert-butoxy-2-(2-(3-(4-(tert-butoxycarbonyl)piperazin-1-yl)phenyl)-7-(4-chlorophenyl)-5-methylbenzo[d]thiazol-6-yl)acetic acid). As a reaction SMILES: [C:1]([O:5][C@@H:6]([C:11]1[C:38]([CH3:39])=[CH:37][C:14]2[N:15]=[C:16]([C:18]3[CH:19]=[C:20]([N:24]4[CH2:29][CH2:28][N:27]([C:30]([O:32][C:33]([CH3:36])([CH3:35])[CH3:34])=[O:31])[CH2:26][CH2:25]4)[CH:21]=[CH:22][CH:23]=3)[S:17][C:13]=2[C:12]=1[C:40]1[CH:45]=[CH:44][C:43]([Cl:46])=[CH:42][CH:41]=1)[C:7]([O:9]C)=[O:8])([CH3:4])([CH3:3])[CH3:2].[OH-].[Na+].[NH4+].[Cl-].CCOC(C)=O>C1COCC1.CO>[C:1]([O:5][C@@H:6]([C:11]1[C:38]([CH3:39])=[CH:37][C:14]2[N:15]=[C:16]([C:18]3[CH:23]=[CH:22][CH:21]=[C:20]([N:24]4[CH2:25][CH2:26][N:27]([C:30]([O:32][C:33]([CH3:36])([CH3:35])[CH3:34])=[O:31])[CH2:28][CH2:29]4)[CH:19]=3)[S:17][C:13]=2[C:12]=1[C:40]1[CH:41]=[CH:42][C:43]([Cl:46])=[CH:44][CH:45]=1)[C:7]([OH:9])=[O:8])([CH3:2])([CH3:3])[CH3:4] |f:1.2,3.4|. Procedure: To a solution of (S)-tert-butyl 4-(3-(6-(1-tert-butoxy-2-methoxy-2-oxoethyl)-7-(4-chlorophenyl)-5-methylbenzo[d]thiazol-2-yl)phenyl)piperazine-1-carboxylate (from above) in THF (4 mL) and methanol (4 mL) was added sodium hydroxide solution (1.0 mL, 2 mmol, 2 M aqueous solution). The mixture was stirred at 60° C. for 18 h. A saturated solution of NH4Cl (20 mL) and EtOAc (15 mL) were added. The layers were separated, and the organic layer was dried, filtered, and concentrated in vacuo and used wit... The reactants are ClC1=C(C(=CC=C1)Cl)C1=CC2=C(N=C(N=C2)NCCCN2CCN(CC2)C)N=C1N (6-(2,6-Dichlorophenyl)-N2 -[3-(4-methyl-piperazin-1-yl)-propyl]-pyrido[2,3-d]pyrimidine-2,7-diamine), COC=1C=C(C=CC1)N=C=O (3-methoxyphenyl isocyanate). The solvent is CO.CC#N (MeOH CH3CN). Product: ClC1=C(C(=CC=C1)Cl)C1=CC2=C(N=C(N=C2)NCCCN2CCN(CC2)C)N=C1NC(=O)NC1=CC(=CC=C1)OC (1-{6-(2,6-dichlorophenyl)-2-[3-(4-methyl-piperazin-1-yl)-propylamino]-pyrido[2,3-d]pyrimidin-7-yl}-3-(3-methoxy-phenyl)-urea). The yield is 69.0%. Reaction SMILES: [Cl:1][C:2]1[CH:7]=[CH:6][CH:5]=[C:4]([Cl:8])[C:3]=1[C:9]1[C:29]([NH2:30])=[N:28][C:12]2[N:13]=[C:14]([NH:17][CH2:18][CH2:19][CH2:20][N:21]3[CH2:26][CH2:25][N:24]([CH3:27])[CH2:23][CH2:22]3)[N:15]=[CH:16][C:11]=2[CH:10]=1.[CH3:31][O:32][C:33]1[CH:34]=[C:35]([N:39]=[C:40]=[O:41])[CH:36]=[CH:37][CH:38]=1>CO.CC#N>[Cl:1][C:2]1[CH:7]=[CH:6][CH:5]=[C:4]([Cl:8])[C:3]=1[C:9]1[C:29]([NH:30][C:40]([NH:39][C:35]2[CH:36]=[CH:37][CH:38]=[C:33]([O:32][CH3:31])[CH:34]=2)=[O:41])=[N:28][C:12]2[N:13]=[C:14]([NH:17][CH2:18][CH2:19][CH2:20][N:21]3[CH2:26][CH2:25][N:24]([CH3:27])[CH2:23][CH2:22]3)[N:15]=[CH:16][C:11]=2[CH:10]=1 |f:2.3|. Reported procedure: 6-(2,6-Dichlorophenyl)-N2 -[3-(4-methyl-piperazin-1-yl)-propyl]-pyrido[2,3-d]pyrimidine-2,7-diamine (1.0 g) from Example 36 was reacted with 0.334 g of 3-methoxyphenyl isocyanate according to the general procedure of Example 37 to give 0.920 g of 1-{6-(2,6-dichlorophenyl)-2-[3-(4-methyl-piperazin-1-yl)-propylamino]-pyrido[2,3-d]pyrimidin-7-yl}-3-(3-methoxy-phenyl)-urea, ESMS (20/80 MeOH/CH3CN+0.1% AcOH): M+ +H=595; mp 87.5°-92.5° C. The reactants are CNCNC(C1=CC=C(C=C1)[N+](=O)[O-])=O (N-(methylaminomethyl)-4-nitro-benzamide), C(=O)(Cl)Cl (phosgene), 2, [OH-].[Na+] (sodium hydroxide), N1=CC=CC=C1 (pyridine). Solvent: O (water), COCCOC (1,2-dimethoxyethane), COCCOC (1,2-dimethoxyethane). Reaction conditions: time 2 hour. Product: [N+](=O)([O-])C1=CC=C(C=C1)C1=NCN(C(O1)=O)C (6-(4-nitro-phenyl)-3-methyl-3,4-dihydro-2H-1,3,5-oxadiazin-2-one), compound 2. As a reaction SMILES: [CH3:1][NH:2][CH2:3][NH:4][C:5](=[O:15])[C:6]1[CH:11]=[CH:10][C:9]([N+:12]([O-:14])=[O:13])=[CH:8][CH:7]=1.[OH-].[Na+].[C:18](Cl)(Cl)=[O:19].N1C=CC=CC=1>O.COCCOC>[N+:12]([C:9]1[CH:8]=[CH:7][C:6]([C:5]2[O:15][C:18](=[O:19])[N:2]([CH3:1])[CH2:3][N:4]=2)=[CH:11][CH:10]=1)([O-:14])=[O:13] |f:1.2|. Procedure: A suspension of 24.6 g (0.1 mole) of N-(methylaminomethyl)-4-nitro-benzamide in 300 ml of water is neutralised at 0°-25°C with 50 ml of 2 normal sodium hydroxide solution (0.1 mole). The neutralised product is filtered off and dried in vacuo. It is then taken up in 150 ml of 1,2-dimethoxyethane and this solution is treated at 0°-25°C over the course of 1 hour with 9.9 g (0.1 mole) of phosgene in 150 ml of 1,2-dimethoxyethane. A solution of 15.8 g (0.2 mole) of pyridine in 150 ml of 1,2-dimethoxy... As a reaction SMILES: N[C:2]1[C:15]2[C:14](=[O:16])[C:13]3[C:8](=[C:9](Cl)[CH:10]=[CH:11][CH:12]=3)[C:7](=[O:18])[C:6]=2[C:5](O)=[CH:4][C:3]=1OC1C=CC=CC=1O.C(N(CC)C1C=CC=CC=1)C.FN1N=C(F)C=C(NCCC#N)N1>O1CCCC1>[CH:9]1[C:8]2[C:7](=[O:18])[C:6]3[C:15](=[CH:2][CH:3]=[CH:4][CH:5]=3)[C:14](=[O:16])[C:13]=2[CH:12]=[CH:11][CH:10]=1. Product: C1=CC=CC=2C(C3=CC=CC=C3C(C12)=O)=O (anthraquinone). Yield: 254.4%. Starting materials: NC1=C(C=C(C=2C(C3=C(C=CC=C3C(C12)=O)Cl)=O)O)OC1=C(C=CC=C1)O (1-amino-2-(2-hydroxyphenyloxy)-4-hydroxy-5-chloroanthraquinone), C(C)N(C1=CC=CC=C1)CC (N,N-diethylaniline), FN1NC(=CC(=N1)F)NCCC#N (2,4-difluoro-6-(β-cyanoethyl)aminotriazine). Procedure details: To a solution of 1-amino-2-(2-hydroxyphenyloxy)-4-hydroxy-5-chloroanthraquinone (3.82 g) in tetrahydrofuran (50 ml), N,N-diethylaniline (1.7 g) and 2,4-difluoro-6-(β-cyanoethyl)aminotriazine (1.85 g) were added and the mixture was subjected to condensation as in Example 3. The reaction liquor was treated as in Example 1 to produce 5.3 g of anthraquinone dye (λ max in acetone=527 nm) of the following formula in a yield of 93%. ##STR12## A dye dispersion was made from a mixture of the anthraquinon... The solvent is O1CCCC1 (tetrahydrofuran).